From a dataset of the Open Reaction Database (ORD), a public repository of structured organic reaction records. describe an organic reaction: reactants, conditions, products, and yield Reactants: Cc1cc(=O)[nH]c2cc(Cl)ccc12, [NH4+], [OH-], O=P(Cl)(Cl)Cl. Yields the product Cc1cc(Cl)nc2cc(Cl)ccc12. Reaction SMILES: [Cl:1][c:2]1[cH:3][cH:4][c:5]2[c:6]([CH3:13])[cH:7][c:8](=[O:12])[nH:9][c:10]2[cH:11]1.[NH4+:15].[OH-:14].[P:16]([Cl:17])([Cl:18])([Cl:19])=[O:20]>>[Cl:1][c:2]1[cH:3][cH:4][c:5]2[c:6]([CH3:13])[cH:7][c:8]([Cl:18])[n:9][c:10]2[cH:11]1. The reactants are NC1=C(C(=O)O)C(=CC=C1)F (2-Amino-6-fluoro-benzoic acid), C[Si](C)(C)C=[N+]=[N-] ((trimethylsilyl) diazomethane). Run in C(C)OC(C)=O (ethylacetate), C(C)O (ethanol). Run at time 30 minute. Product: COC(C1=C(C=CC=C1F)N)=O (2-Amino-6-fluor-benzoic acid methyl ester). Yield: 99.9%. Reaction SMILES: [NH2:1][C:2]1[CH:10]=[CH:9][CH:8]=[C:7]([F:11])[C:3]=1[C:4]([OH:6])=[O:5].[CH3:12][Si](C=[N+]=[N-])(C)C>C(OC(=O)C)C.C(O)C>[CH3:12][O:5][C:4](=[O:6])[C:3]1[C:7]([F:11])=[CH:8][CH:9]=[CH:10][C:2]=1[NH2:1]. Reported procedure: Dissolve 2-Amino-6-fluoro-benzoic acid (3.00 g, 19.3 mmol) in ethylacetate (59 mL) and ethanol (59 mL) and add (trimethylsilyl) diazomethane (19.3 mL, 38.68 mmol, 2M in hexane) at room temperature and stir the solution for 1 h 30 min. Remove the solvent under reduced pressure to afford the title compound (3.26 g, quantitative). MS (ES+): 170 (M+H). The reactants are F[B-](F)(F)F.BrC1=C(C=CC(=C1)Cl)[N+]#N (2-bromo-4-chlorobenzenediazonium tetrafluoroborate), C[S-].[Na+] (sodium thiomethoxide), N#N (N2). Run in CC#N (CH3CN). Run at temperature 23 celsius, time 0.25 hour. The product is BrC1=C(C=CC(=C1)Cl)SC (2-bromo-4-chloro-1-methylthiobenzene). RXN SMILES: F[B-](F)(F)F.[Br:6][C:7]1[CH:12]=[C:11]([Cl:13])[CH:10]=[CH:9][C:8]=1[N+]#N.[CH3:16][S-:17].[Na+].N#N>CC#N>[Br:6][C:7]1[CH:12]=[C:11]([Cl:13])[CH:10]=[CH:9][C:8]=1[S:17][CH3:16] |f:0.1,2.3|. Reported procedure: A cold (0° C.) solution of 2-bromo-4-chlorobenzenediazonium tetrafluoroborate (5.0 g, 16.3 mmol) in CH3CN (50 mL) was treated portion wise with sodium thiomethoxide (1.15 g, 16.4 mmol) and a strong evolution of gas (N2) was observed. The mixture was warmed up to 23° C., stirred for 0.25 hours and filtered. The filtrate was concentrated in vacuo; the residue was taken up in CH2Cl2, stirred and the solution was then filtered. The CH2Cl2 filtrate was concentrated in vacuo affording a brown syrup th...